This data is from the Open Reaction Database (ORD), a public repository of structured organic reaction records. The task is: describe an organic reaction: reactants, conditions, products, and yield Starting materials: C1CCOC1, [Li]C(C)CC, Clc1cc(Cl)cc(N2CCOCC2)c1, CN(C)C=O. The product is O=Cc1c(Cl)cc(N2CCOCC2)cc1Cl. As a reaction SMILES: [CH2:25]1[O:26][CH2:27][CH2:28][CH2:29]1.[CH:15]([Li:16])([CH2:17][CH3:18])[CH3:19].[Cl:1][c:2]1[cH:3][c:4]([N:9]2[CH2:10][CH2:11][O:12][CH2:13][CH2:14]2)[cH:5][c:6]([Cl:8])[cH:7]1.[O:20]=[CH:21][N:22]([CH3:23])[CH3:24]>>[Cl:1][c:2]1[cH:3][c:4]([N:9]2[CH2:10][CH2:11][O:12][CH2:13][CH2:14]2)[cH:5][c:6]([Cl:8])[c:7]1[CH:21]=[O:20]. Reactants: [Al+3], CC12CCC3C(=CCC4=C3CCC(=O)C4)C1CC1OCCOC12, CCOCC, [H-], [H-], [H-], [H-], [Li+]. Yields the product CC12CCC3C(=CCC4=C3CCC(O)C4)C1CC1OCCOC12. As a reaction SMILES: [Al+3:2].[CH2:7]1[O:8][CH:9]2[C:10]3([CH3:11])[CH:12]([CH2:13][CH:14]2[O:15][CH2:16]1)[C:17]1=[CH:18][CH2:19][C:20]2=[C:25]([CH2:24][CH2:23][C:22](=[O:29])[CH2:21]2)[CH:26]1[CH2:27][CH2:28]3.[CH3:30][CH2:31][O:32][CH2:33][CH3:34].[H-:1].[H-:4].[H-:5].[H-:6].[Li+:3]>>[CH2:7]1[O:8][CH:9]2[C:10]3([CH3:11])[CH:12]([CH2:13][CH:14]2[O:15][CH2:16]1)[C:17]1=[CH:18][CH2:19][C:20]2=[C:25]([CH2:24][CH2:23][CH:22]([OH:29])[CH2:21]2)[CH:26]1[CH2:27][CH2:28]3. Reactants: BrC1=CC=C(C=C1)N1[C@@H]2[C@H](CC1)CN(C2)C ((3aR,6aR)-1-(4-Bromo-phenyl)-5-methyl-octahydro-pyrrolo[3,4-b]pyrrole), COC1=NC=C(C=N1)B(O)O (2-methoxy-pyrimidine-5-boronic acid), C(#N)C1=CC=C(C=C1)B(O)O (4-cyanophenylboronic acid). Yields the product COC1=NC=C(C=N1)C1=CC=C(C=C1)C1=CC=C(C=C1)N1[C@@H]2[C@H](CC1)CN(C2)C ((3aR,6aR)-1-[4′-(2-methoxypyrimidin-5-yl)-1,1′-biphenyl-4-yl]-5-methyloctahydropyrrolo[3,4-b]pyrrole). As a reaction SMILES: Br[C:2]1[CH:7]=[CH:6][C:5]([N:8]2[CH2:12][CH2:11][C@@H:10]3[CH2:13][N:14]([CH3:16])[CH2:15][C@H:9]23)=[CH:4][CH:3]=1.[CH3:17][O:18][C:19]1[N:24]=[CH:23][C:22](B(O)O)=[CH:21][N:20]=1.C([C:30]1[CH:35]=[CH:34][C:33](B(O)O)=[CH:32][CH:31]=1)#N>>[CH3:17][O:18][C:19]1[N:24]=[CH:23][C:22]([C:30]2[CH:35]=[CH:34][C:33]([C:2]3[CH:7]=[CH:6][C:5]([N:8]4[CH2:12][CH2:11][C@@H:10]5[CH2:13][N:14]([CH3:16])[CH2:15][C@H:9]45)=[CH:4][CH:3]=3)=[CH:32][CH:31]=2)=[CH:21][N:20]=1. Procedure details: The title compound was prepared according to the procedure described in Example 7D, substituting the product of Example 41A for the product of Example 7C and substituting 2-methoxy-pyrimidine-5-boronic acid for 4-cyanophenylboronic acid. 1H NMR (500 MHz, CDCl3) δ ppm 8.76 (s, 2H) 7.66 (d, J=8.54 Hz, 2H) 7.53 (dd, J=11.75, 8.70 Hz, 4H) 6.67 (d, J=8.85 Hz, 2H) 4.13-4.22 (m, 1H) 4.07 (s, 3H) 3.53-3.61 (m, 1H) 3.26-3.35 (m, 1H) 2.91-3.03 (m, 1H) 2.71-2.77 (m, 1H) 2.48-2.67 (m, 3H) 2.33 (s, 3H) 2.13-... Yields the product CC1=CC(=CC2=C1NC(O2)=O)OC2=CC(=NC=N2)N2CCC1(C3=C(NC(O1)=O)N=CC=C3)CC2 (1-(6-(4-methyl-2-oxo-2,3-dihydrobenz-[d]oxazol-6-yloxy)pyrimidin-4-yl)spiro[piperidin-4,4′-pyrido[2,3-d][1.3]oxazin]-2′(1′H)-one). Run at time 8 hour. Procedure details: 20 mg (0.078 mol) spiro[piperidin-4,4′-pyrido[2,3-d][1,3]oxazin]-2′(1′H)-one hydrochloride, 20 mg (0.072 mmol) 6-(6-chloro-pyrimidin-4-ylamino)-4-methyl-3H-benzoxazol-2-one and 0.10 mL (0.57 mmol) DIPEA were combined in 1.0 mL DMF and stirred overnight at RT. The reaction mixture was purified by preparative HPLC. The product-containing fractions were combined and freeze-dried. Starting materials: Cl.N1C(OC2(C3=C1N=CC=C3)CCNCC2)=O (spiro[piperidin-4,4′-pyrido[2,3-d][1,3]oxazin]-2′(1′H)-one hydrochloride), CN(C)C=O (DMF), ClC1=CC(=NC=N1)NC1=CC2=C(NC(O2)=O)C(=C1)C (6-(6-chloro-pyrimidin-4-ylamino)-4-methyl-3H-benzoxazol-2-one), CCN(C(C)C)C(C)C (DIPEA). RXN SMILES: Cl.[NH:2]1[C:7]2[N:8]=[CH:9][CH:10]=[CH:11][C:6]=2[C:5]2([CH2:16][CH2:15][NH:14][CH2:13][CH2:12]2)[O:4][C:3]1=[O:17].ClC1N=CN=C(N[C:26]2[CH:35]=[C:34]([CH3:36])[C:29]3[NH:30][C:31](=[O:33])[O:32][C:28]=3[CH:27]=2)C=1.[CH3:37][CH2:38][N:39](C(C)C)C(C)C.[CH3:46][N:47]([CH:49]=[O:50])C>>[CH3:36][C:34]1[C:29]2[NH:30][C:31](=[O:33])[O:32][C:28]=2[CH:27]=[C:26]([O:50][C:49]2[N:47]=[CH:46][N:39]=[C:38]([N:14]3[CH2:13][CH2:12][C:5]4([O:4][C:3](=[O:17])[NH:2][C:7]5[N:8]=[CH:9][CH:10]=[CH:11][C:6]4=5)[CH2:16][CH2:15]3)[CH:37]=2)[CH:35]=1 |f:0.1|. Reactants: Cl.NCC(=O)N (glycinamide hydrochloride), [OH-].[K+] (potassium hydroxide), C(C)(=O)O[BH-](OC(C)=O)OC(C)=O.[Na+] (Sodium triacetoxyborohydride), BrC1=CC=C(C=O)C=C1 (4-bromobenzaldehyde). Run in CO (methanol), O (water), C(Cl)Cl (DCM), [Cl-].[Na+] (sodium chloride). Run at temperature 0 celsius, time 15 minute. Product: BrC1=CC=C(CNCC(=O)N)C=C1 (2-(4-Bromobenzylamino)acetamide). The yield is 58.4%. As a reaction SMILES: Cl.[NH2:2][CH2:3][C:4]([NH2:6])=[O:5].[OH-].[K+].[Br:9][C:10]1[CH:17]=[CH:16][C:13]([CH:14]=O)=[CH:12][CH:11]=1.C(O[BH-](OC(=O)C)OC(=O)C)(=O)C.[Na+]>CO.O.C(Cl)Cl.[Cl-].[Na+]>[Br:9][C:10]1[CH:17]=[CH:16][C:13]([CH2:14][NH:2][CH2:3][C:4]([NH2:6])=[O:5])=[CH:12][CH:11]=1 |f:0.1,2.3,5.6,10.11|. Procedure: To glycinamide hydrochloride (1B2) (129 mmol, 15.4 g) in methanol (343 ml) was added potassium hydroxide (9.27 mmol, 0.520 g) followed by 4-bromobenzaldehyde (1B1) (93 mmol, 17.15 g) and the mixture stirred for 15 minutes at 0° C. Sodium triacetoxyborohydride (278 mmol, 58.9 g) was added and stirring continued for 1 h. The reaction was diluted with water (75 ml), DCM (300 ml) and saturated sodium chloride solution (100 ml) and the phases separated. The aqueous layer was washed twice with DCM (10...